This data is from the Open Reaction Database (ORD), a public repository of structured organic reaction records. The task is: describe an organic reaction: reactants, conditions, products, and yield Reactants: C1CCOC1, C[Mg]Cl, CO, CCOC(C)=O, O=Cc1c(F)ccc(F)c1Cl, Cl. Product: CC(O)c1c(F)ccc(F)c1Cl. Reaction SMILES: [CH2:18]1[O:19][CH2:20][CH2:21][CH2:22]1.[CH3:12][Mg:13][Cl:14].[CH3:15][OH:16].[CH3:23][CH2:24][O:25][C:26](=[O:27])[CH3:28].[Cl:1][c:2]1[c:3]([CH:4]=[O:5])[c:6]([F:11])[cH:7][cH:8][c:9]1[F:10].[ClH:17]>>[Cl:1][c:2]1[c:3]([CH:4]([OH:5])[CH3:12])[c:6]([F:11])[cH:7][cH:8][c:9]1[F:10]. Reactants: NC(NCCC[C@@H](NC(=O)OC(C)(C)C)C(=O)NCCC1=CC=C(C=C1)O)=N[N+](=O)[O-] ((R)-N5 -[amino(nitroimino) methyl]-N2 -(tert.-butoxycarbonyl)-N-[2-(4-hydroxyphenyl)ethyl]-ornithinamide), ice ethanol, FC(C(=O)O)(F)F (trifluoroacetic acid). Solvent: ClCCl (dichloromethane). Reaction conditions: time 4 hour. Yields the product NC(NCCC[C@@H](N)C(=O)NCCC1=CC=C(C=C1)O)=N[N+](=O)[O-].FC(C(=O)[O-])(F)F ((R)-N5 -[amino (nitroimino)-methyl]-N-[2-(4-hydroxyphenyl) ethyl]-ornithinamide trifluoroacetate). As a reaction SMILES: [NH2:1][C:2](=[N:28][N+:29]([O-:31])=[O:30])[NH:3][CH2:4][CH2:5][CH2:6][C@H:7]([C:16]([NH:18][CH2:19][CH2:20][C:21]1[CH:26]=[CH:25][C:24]([OH:27])=[CH:23][CH:22]=1)=[O:17])[NH:8]C(OC(C)(C)C)=O.[F:32][C:33]([F:38])([F:37])[C:34]([OH:36])=[O:35]>ClCCl>[NH2:1][C:2](=[N:28][N+:29]([O-:31])=[O:30])[NH:3][CH2:4][CH2:5][CH2:6][C@H:7]([C:16]([NH:18][CH2:19][CH2:20][C:21]1[CH:22]=[CH:23][C:24]([OH:27])=[CH:25][CH:26]=1)=[O:17])[NH2:8].[F:32][C:33]([F:38])([F:37])[C:34]([O-:36])=[O:35] |f:3.4|. Procedure: To a solution of 0.8 g (1.82 mMol) of (R)-N5 -[amino(nitroimino) methyl]-N2 -(tert.-butoxycarbonyl)-N-[2-(4-hydroxyphenyl)ethyl]-ornithinamide in 20 ml of dichloromethane, externally cooled with crushed ice/ethanol, were added 2.5 ml of trifluoroacetic acid, then the mixture was allowed to come up to ambient temperature and stirred for a further 4 hours at this temperature. The clear solution obtained was evaporated down in a water jet vacuum and combined twice with 10 ml of water and once with ... Starting materials: CO, Cl, CC(C)(C)OC(=O)NC1CN(c2ccc3ccccc3n2)C1. Yields the product Cl, NC1CN(c2ccc3ccccc3n2)C1. RXN SMILES: [CH3:24][OH:25].[ClH:23].[n:1]1[c:2]([N:11]2[CH2:12][CH:13]([NH:15][C:16](=[O:17])[O:18][C:19]([CH3:20])([CH3:21])[CH3:22])[CH2:14]2)[cH:3][cH:4][c:5]2[cH:6][cH:7][cH:8][cH:9][c:10]12>>[ClH:23].[n:1]1[c:2]([N:11]2[CH2:12][CH:13]([NH2:15])[CH2:14]2)[cH:3][cH:4][c:5]2[cH:6][cH:7][cH:8][cH:9][c:10]12. Starting materials: ClC1=CC(=CC=C1)C(=O)OO (m-Chloroperbenzoic acid), COC=1C=C2CC(C(C2=CC1OC)=O)=CC1=CC=NC=C1 (4-[(5,6-Dimethoxy-1-indanon-2-ylidene)methyl]pyridine), C([O-])(O)=O.[Na+] (sodium bicarbonate). Run in C(Cl)Cl (methylene chloride). Reaction conditions: time 4 hour. Product: COC=1C=C2CC(C(C2=CC1OC)=O)=CC1=CC=[N+](C=C1)[O-] (4-[(5,6-dimethoxy-1-indanon-2-ylidene) methyl]pyridine N-oxide). The yield is 94.6%. RXN SMILES: [CH3:1][O:2][C:3]1[CH:4]=[C:5]2[C:9](=[CH:10][C:11]=1[O:12][CH3:13])[C:8](=[O:14])[C:7](=[CH:15][C:16]1[CH:21]=[CH:20][N:19]=[CH:18][CH:17]=1)[CH2:6]2.ClC1C=CC=C(C(OO)=[O:30])C=1.C(=O)(O)[O-].[Na+]>C(Cl)Cl>[CH3:1][O:2][C:3]1[CH:4]=[C:5]2[C:9](=[CH:10][C:11]=1[O:12][CH3:13])[C:8](=[O:14])[C:7](=[CH:15][C:16]1[CH:21]=[CH:20][N+:19]([O-:30])=[CH:18][CH:17]=1)[CH2:6]2 |f:2.3|. Procedure: 4-[(5,6-Dimethoxy-1-indanon-2-ylidene)methyl]pyridine (2.5 g) was dissolved in methylene chloride (60 ml) and chilled. m-Chloroperbenzoic acid (2.0 g) was added to reaction mixture and then stirred for 4 hours. Solid obtained was filtered. The wet solid so obtained was stirred with 10% sodium bicarbonate solution. The solid was filtered, washed with acetone and then dried to get the title compound (2.5 g). Starting materials: COc1cc(S(=O)(=O)c2ccccc2C#N)ccc1C1CCN(C(=O)OC(C)(C)C)C1, C1COCCO1, Cl. Product: COc1cc(S(=O)(=O)c2ccccc2C#N)ccc1C1CCNC1. Reaction SMILES: [C:1]([O:2][C:3](=[O:4])[N:8]1[CH2:9][CH:10]([c:13]2[c:14]([O:30][CH3:31])[cH:15][c:16]([S:19](=[O:20])(=[O:21])[c:22]3[c:23]([C:28]#[N:29])[cH:24][cH:25][cH:26][cH:27]3)[cH:17][cH:18]2)[CH2:11][CH2:12]1)([CH3:5])([CH3:6])[CH3:7].[CH2:33]1[O:34][CH2:35][CH2:36][O:37][CH2:38]1.[ClH:32]>>[NH:8]1[CH2:9][CH:10]([c:13]2[c:14]([O:30][CH3:31])[cH:15][c:16]([S:19](=[O:20])(=[O:21])[c:22]3[c:23]([C:28]#[N:29])[cH:24][cH:25][cH:26][cH:27]3)[cH:17][cH:18]2)[CH2:11][CH2:12]1. The reactants are O.[OH-].[Li+] (Lithium hydroxide monohydrate), O=C(C(=O)NC1=CC=C(C=C1)N1CCN(CC1)C1=NC=CC(=C1)OCCOC(C)=O)C1=C(C=C2C=CC=CN12)C1=CC=CC=C1 (acetic acid 2-[2-(4-{4-[2-oxo-2-(2-phenyl-indolizin-3-yl)-acetylamino]-phenyl}-piperazin-1-yl)-pyridin-4-yloxy]-ethyl ester). Run in CO (methanol). Conditions: time 3 hour. The product is OCCOC1=CC(=NC=C1)N1CCN(CC1)C1=CC=C(C=C1)NC(C(C1=C(C=C2C=CC=CN12)C1=CC=CC=C1)=O)=O (N-(4-{4-[4-(2-hydroxy-ethoxy)-pyridin-2-yl]-piperazin-1-yl}-phenyl)-2-oxo-2-(2-phenyl-indolizin-3-yl)-acetamide). The yield is 43.6%. RXN SMILES: O.[OH-].[Li+].[O:4]=[C:5]([C:34]1[N:42]2[C:37]([CH:38]=[CH:39][CH:40]=[CH:41]2)=[CH:36][C:35]=1[C:43]1[CH:48]=[CH:47][CH:46]=[CH:45][CH:44]=1)[C:6]([NH:8][C:9]1[CH:14]=[CH:13][C:12]([N:15]2[CH2:20][CH2:19][N:18]([C:21]3[CH:26]=[C:25]([O:27][CH2:28][CH2:29][O:30]C(=O)C)[CH:24]=[CH:23][N:22]=3)[CH2:17][CH2:16]2)=[CH:11][CH:10]=1)=[O:7]>CO>[OH:30][CH2:29][CH2:28][O:27][C:25]1[CH:24]=[CH:23][N:22]=[C:21]([N:18]2[CH2:19][CH2:20][N:15]([C:12]3[CH:11]=[CH:10][C:9]([NH:8][C:6](=[O:7])[C:5](=[O:4])[C:34]4[N:42]5[C:37]([CH:38]=[CH:39][CH:40]=[CH:41]5)=[CH:36][C:35]=4[C:43]4[CH:48]=[CH:47][CH:46]=[CH:45][CH:44]=4)=[CH:14][CH:13]=3)[CH2:16][CH2:17]2)[CH:26]=1 |f:0.1.2|. Procedure details: Lithium hydroxide monohydrate (0.048 g, 1.16 mmol) was added to a stirred solution of acetic acid 2-[2-(4-{4-[2-oxo-2-(2-phenyl-indolizin-3-yl)-acetylamino]-phenyl}-piperazin-1-yl)-pyridin-4-yloxy]-ethyl ester (0.35 g, 0.58 mmol) in methanol (15 mL) at r.t. under nitrogen and stirred for 3 h. The reaction mixture was evaporated to dryness, diluted with water and extracted with dichloromethane. The organic layer was washed with water and brine solution, dried over sodium sulfate and filtered. The... Reactants: C(C(=O)C)(=O)OCC (Ethyl pyruvate), NC1=NC=CC=C1N (2,3-diaminopyridine). Run in CO (methanol), CO.CO (methanol MeOH). The product is CC1=NC2=C(NC1=O)N=CC=C2 (2-methyl-4H-pyrido[2,3-b]pyrazin-3-one). RXN SMILES: [C:1]([O:6]CC)(=O)[C:2]([CH3:4])=O.[NH2:9][C:10]1[C:15]([NH2:16])=[CH:14][CH:13]=[CH:12][N:11]=1>CO.CO.CO>[CH3:4][C:2]1[C:1](=[O:6])[NH:9][C:10]2[N:11]=[CH:12][CH:13]=[CH:14][C:15]=2[N:16]=1 |f:3.4|. Procedure details: Ethyl pyruvate (1.22 mL) was dissolved in methanol (10 mL) and added to a cold solution of 2,3-diaminopyridine (1.09 g) in methanol MeOH (20 mL) and the mixture was stirred at ambient temperature. The solid was filtered off and washed with cold methanol to afford 2-methyl-4H-pyrido[2,3-b]pyrazin-3-one (1.1 g) as a grey solid. 1.0 g of this material was suspended in acetonitrile (10 mL) and phosphoryl chloride (1.16 mL) was added. The mixture was heated at 120° C. for 0.5 h under MW conditions. T... The reactants are COc1cccc(Nc2c(C(N)=O)cnc3c(C)cc(S(=O)(=O)c4cccc(C(=O)NCCCCCCCC=O)c4)cc23)c1, COc1cccc(Nc2c(C(N)=O)cnc3c(C)cc(S(=O)(=O)c4cccc(C(=O)N(C)CCCCCCO)c4)cc23)c1. Yields the product COc1cccc(Nc2c(C(N)=O)cnc3c(C)cc(S(=O)(=O)c4cccc(C(=O)N(C)CCCCCC=O)c4)cc23)c1. Reaction SMILES: [CH3:1][O:2][c:3]1[cH:4][c:5]([NH:6][c:7]2[c:8]3[c:9]([c:10]([CH3:11])[cH:12][c:13]([S:14]([c:15]4[cH:16][cH:17][cH:18][c:19]([C:20](=[O:21])[NH:22][CH2:23][CH2:24][CH2:25][CH2:26][CH2:27][CH2:28][CH2:29][CH:30]=[O:31])[cH:32]4)(=[O:33])=[O:34])[cH:35]3)[n:36][cH:37][c:38]2[C:39]([NH2:40])=[O:41])[cH:42][cH:43][cH:44]1.[OH:45][CH2:46][CH2:47][CH2:48][CH2:49][CH2:50][CH2:51][N:52]([C:53](=[O:54])[c:55]1[cH:56][c:57]([S:61](=[O:62])(=[O:63])[c:64]2[cH:65][c:66]3[c:67]([NH:78][c:79]4[cH:80][c:81]([O:85][CH3:86])[cH:82][cH:83][cH:84]4)[c:68]([C:75](=[O:76])[NH2:77])[cH:69][n:70][c:71]3[c:72]([CH3:74])[cH:73]2)[cH:58][cH:59][cH:60]1)[CH3:87]>>[O:45]=[CH:46][CH2:47][CH2:48][CH2:49][CH2:50][CH2:51][N:52]([C:53](=[O:54])[c:55]1[cH:56][c:57]([S:61](=[O:62])(=[O:63])[c:64]2[cH:65][c:66]3[c:67]([NH:78][c:79]4[cH:80][c:81]([O:85][CH3:86])[cH:82][cH:83][cH:84]4)[c:68]([C:75](=[O:76])[NH2:77])[cH:69][n:70][c:71]3[c:72]([CH3:74])[cH:73]2)[cH:58][cH:59][cH:60]1)[CH3:87]. Starting materials: BrC1=CC=CC2=C1C(N1[C@H](C=3N2C=NC3C(=O)OCC)CCC1)=O (ethyl (S)-8-bromo-11,12,13,13a-tetrahydro-9-oxo-9H-imidazo[1,5-a]pyrrolo[2,1-c][1,4]benzodiazepine-1-carboxylate), C1(CCCCC1)O (cyclohexanol), [C-]#N.[K+] (potassium cyanide). Conditions: time 24 hour. Product: BrC1=CC=CC2=C1C(N1[C@H](C=3N2C=NC3C(=O)OC3CCCCC3)CCC1)=O (cyclohexyl (S)-8-bromo-11,12,13,13a-tetrahydro-9-oxo-9H-imidazo[1,5-a]pyrrolo[2,1-c][1,4]benzodiazepine-1-carboxylate). As a reaction SMILES: [Br:1][C:2]1[C:7]2[C:8](=[O:24])[N:9]3[CH2:23][CH2:22][CH2:21][C@H:10]3[C:11]3[N:12]([CH:13]=[N:14][C:15]=3[C:16]([O:18][CH2:19][CH3:20])=[O:17])[C:6]=2[CH:5]=[CH:4][CH:3]=1.[CH:25]1(O)[CH2:30]CC[CH2:27][CH2:26]1.[C-]#N.[K+]>>[Br:1][C:2]1[C:7]2[C:8](=[O:24])[N:9]3[CH2:23][CH2:22][CH2:21][C@H:10]3[C:11]3[N:12]([CH:13]=[N:14][C:15]=3[C:16]([O:18][CH:19]3[CH2:27][CH2:26][CH2:25][CH2:30][CH2:20]3)=[O:17])[C:6]=2[CH:5]=[CH:4][CH:3]=1 |f:2.3|. Procedure details: A mixture of 9.50 g (24.3 mmol) of ethyl (S)-8-bromo-11,12,13,13a-tetrahydro-9-oxo-9H-imidazo[1,5-a]pyrrolo[2,1-c][1,4]benzodiazepine-1-carboxylate, 60 ml (560 mmol) of cyclohexanol and 300 mg of powdered potassium cyanide is stirred at 130° for 24 hours, a small amount of cyclohexanol being distilled off from time to time. The solution obtained is subsequently evaporated to dryness, the residue is taken up in chloroform, washed with water and dried over magnesium sulphate. After removal of the ...